Dataset: the Open Reaction Database (ORD), a public repository of structured organic reaction records. Task: describe an organic reaction: reactants, conditions, products, and yield The reactants are CC(=O)Cl, COP(=O)(OC)OC, [I-], [Na+], [Na+], C1CCOC1, COP(=O)([O-])OC. Yields the product COP(=O)(OC)OC(C)=O. As a reaction SMILES: [CH3:19][C:20]([Cl:21])=[O:22].[CH3:9][O:10][P:11]([O:12][CH3:13])([O:14][CH3:15])=[O:16].[I-:18].[Na+:17].[Na+:8].[O:23]1[CH2:24][CH2:25][CH2:26][CH2:27]1.[P:1](=[O:2])([O:3][CH3:4])([O:5][CH3:6])[O-:7]>>[P:1](=[O:2])([O:3][CH3:4])([O:5][CH3:6])[O:7][C:20]([CH3:19])=[O:22].